Task: describe an organic reaction: reactants, conditions, products, and yield. Dataset: the Open Reaction Database (ORD), a public repository of structured organic reaction records Starting materials: C(C)(=O)C=1C(OC(=C(C1O)C(C)=O)O)=O (3,5-diacetyl-4,6-dihydroxy-2H-pyran-2-one), S(N)(=O)(=O)C=1C=C(N)C=CC1 (m-sulfamylaniline). Run in CO (methanol). Yields the product C(C)(=O)C1=C(C(C(OC1=O)=O)=C(C)NC1=CC(=CC=C1)S(N)(=O)=O)O (5-acetyl-4-hydroxy-3-[1-(3-sulfamylphenylamino)ethylidene]-2H-pyran-2,6(3H)-dione). Reaction SMILES: [C:1]([C:4]1[C:5](=[O:15])[O:6][C:7]([OH:14])=[C:8]([C:11](=[O:13])[CH3:12])[C:9]=1[OH:10])(=O)[CH3:2].[S:16]([C:20]1[CH:21]=[C:22]([CH:24]=[CH:25][CH:26]=1)[NH2:23])(=[O:19])(=[O:18])[NH2:17]>CO>[C:11]([C:8]1[C:7](=[O:14])[O:6][C:5](=[O:15])[C:4](=[C:1]([NH:23][C:22]2[CH:24]=[CH:25][CH:26]=[C:20]([S:16](=[O:19])(=[O:18])[NH2:17])[CH:21]=2)[CH3:2])[C:9]=1[OH:10])(=[O:13])[CH3:12]. Reported procedure: To a hot solution of 2.12 g. (0.01 mol) of 3,5-diacetyl-4,6-dihydroxy-2H-pyran-2-one in 40 ml. of methanol is added 1.72 g. (0.01 mol) of m-sulfamylaniline and the mixture is refluxed for one hour. The solid is filtered from the reaction mixture to obtain 5-acetyl-4-hydroxy-3-[1-(3-sulfamylphenylamino)ethylidene]-2H-pyran-2,6(3H)-dione, m.p. 237° C. Starting materials: O=C(C(=O)OCC)CCN1CCCC1 (ethyl 2-oxo-4-(1-pyrrolidinyl)butanoate), P(OCC)(OCC)[O-] (diethyl phosphite). Reaction conditions: time 4.5 day. Product: C(C)OP(=O)(C(C(=O)OCC)(CCN1CCCC1)O)OCC (Ethyl 2-Diethoxyphosphinyl-2-hydroxy-4-(1-pyrrolidinyl)butanoate). As a reaction SMILES: [O:1]=[C:2]([CH2:8][CH2:9][N:10]1[CH2:14][CH2:13][CH2:12][CH2:11]1)[C:3]([O:5][CH2:6][CH3:7])=[O:4].[P:15]([O-:22])([O:19][CH2:20][CH3:21])[O:16][CH2:17][CH3:18]>>[CH2:17]([O:16][P:15]([O:19][CH2:20][CH3:21])([C:2]([OH:1])([CH2:8][CH2:9][N:10]1[CH2:11][CH2:12][CH2:13][CH2:14]1)[C:3]([O:5][CH2:6][CH3:7])=[O:4])=[O:22])[CH3:18]. Procedure: A mixture of 9.96 g (0.05 mole) of ethyl 2-oxo-4-(1-pyrrolidinyl)butanoate in 31 g (0.225 mole) of diethyl phosphite is stirred at 20°-30° for 3-6 days. The excess diethyl phosphite is removed on a rotary evaporator under high vacuum at a bath temperature of 50°-70° to yield the crude product as a viscous oil. This is purified by chromatography on silica gel using chloroform/methanol as eluant.